The task is: describe an organic reaction: reactants, conditions, products, and yield. This data is from the Open Reaction Database (ORD), a public repository of structured organic reaction records. The reactants are C(C)OC(OCC)OCC (triethylorthoformate), [Al+3].[Cl-].[Cl-].[Cl-] (AlCl3), C[C@@H]1CC[C@H]2[C@H]([C@H](O[C@H]3[C@@]24[C@H]1CCC(O3)(OO4)C)O)C (Dihydroartemisinin). The solvent is C(C)O (ethanol). Conditions: temperature 40 celsius, time 45 minute. The product is CCO[C@@H]1[C@@H]([C@@H]2CC[C@H]([C@H]3[C@]24[C@H](O1)OC(CC3)(OO4)C)C)C (arteether). RXN SMILES: [CH3:1][C@H:2]1[C@@H:11]2[CH2:12][CH2:13][C:14]3([CH3:18])[O:16][O:17][C@:10]42[C@H:5]([C@@H:6]([CH3:20])[C@@H:7]([OH:19])[O:8][C@@H:9]4[O:15]3)[CH2:4][CH2:3]1.[CH2:21](OC(OCC)OCC)[CH3:22].[Al+3].[Cl-].[Cl-].[Cl-]>C(O)C>[CH3:21][CH2:22][O:19][C@H:7]1[O:8][C@@H:9]2[O:15][C:14]3([CH3:18])[O:16][O:17][C@@:10]42[C@@H:5]([CH2:4][CH2:3][C@@H:2]([CH3:1])[C@@H:11]4[CH2:12][CH2:13]3)[C@H:6]1[CH3:20] |f:2.3.4.5|. Procedure details: Dihydroartemisinin (50 mg) was dissolved in dry ethanol (3 ml). Add 2 ml of triethylorthoformate and anhydrous AlCl3 (33 mg) was added in the reaction vessel. The reaction mixture was refluxed at 40° C. for 45 min over oil bath with constant stirring. After 45 mins of stirring the reaction product was worked up as mention in the example-3. The pure arteether yielded (45 mg). Starting materials: CS(=O)(=O)Cl, CC(C)OC(=O)c1cncn1C1CCCc2ccc(N)cc21, ClCCl, c1ccncc1. The product is CC(C)OC(=O)c1cncn1C1CCCc2ccc(NS(C)(=O)=O)cc21. As a reaction SMILES: [CH3:29][S:30]([Cl:31])(=[O:32])=[O:33].[CH:1]([CH3:2])([CH3:3])[O:4][C:5](=[O:6])[c:7]1[n:8]([CH:12]2[CH2:13][CH2:14][CH2:15][c:16]3[cH:17][cH:18][c:19]([NH2:22])[cH:20][c:21]32)[cH:9][n:10][cH:11]1.[Cl:34][CH2:35][Cl:36].[cH:23]1[cH:24][cH:25][n:26][cH:27][cH:28]1>>[CH:1]([CH3:2])([CH3:3])[O:4][C:5](=[O:6])[c:7]1[n:8]([CH:12]2[CH2:13][CH2:14][CH2:15][c:16]3[cH:17][cH:18][c:19]([NH:22][S:30]([CH3:29])(=[O:32])=[O:33])[cH:20][c:21]32)[cH:9][n:10][cH:11]1. Reaction conditions: time 1 hour. Product: OC(CSC1N(C(CC1)=O)CC(CCCCC(=O)OC)O)(CCCCC)C (methyl 7-[2-(2-hydroxy-2-methylheptylthio)-5-oxopyrrolidin-1-yl]-6-hydroxyheptanoate). Isolated yield 67.2%. Procedure: To a solution of 16 (about 4 mg) in ethanol (0.5 mL) at 0° was added sodium borohydride (3 mg). The mixture was stirred at 0° for one hour and then quenched with one drop of acetic acid. After removing ethanol, the residue was diluted with methylene chloride and washed with saturated sodium chloride. The separated aqueous layer was extracted with methylene chloride twice and the combined organic layer was dried over magnesium sulfate. Removal of the solvent gave 2.7 mg of methyl 7-[2-(2-hydroxy-... Reactants: OC(CSC1N(C(CC1)=O)CC(CCCCC(=O)OC)=O)(CCCCC)C (methyl 7-[2-(2-hydroxy-2-methylheptylthio)-5-oxopyrrolidin-1-yl]-6-oxoheptanoate), [BH4-].[Na+] (sodium borohydride). Solvent: C(C)O (ethanol). RXN SMILES: [OH:1][C:2]([CH3:27])([CH2:22][CH2:23][CH2:24][CH2:25][CH3:26])[CH2:3][S:4][CH:5]1[CH2:9][CH2:8][C:7](=[O:10])[N:6]1[CH2:11][C:12](=[O:21])[CH2:13][CH2:14][CH2:15][CH2:16][C:17]([O:19][CH3:20])=[O:18].[BH4-].[Na+]>C(O)C>[OH:1][C:2]([CH3:27])([CH2:22][CH2:23][CH2:24][CH2:25][CH3:26])[CH2:3][S:4][CH:5]1[CH2:9][CH2:8][C:7](=[O:10])[N:6]1[CH2:11][CH:12]([OH:21])[CH2:13][CH2:14][CH2:15][CH2:16][C:17]([O:19][CH3:20])=[O:18] |f:1.2|. Reactants: C1CCOC1, N#CCC1(c2cccnc2)CC1. Product: NCCC1(c2cccnc2)CC1. As a reaction SMILES: [CH2:13]1[O:14][CH2:15][CH2:16][CH2:17]1.[n:1]1[cH:2][c:3]([C:7]2([CH2:10][C:11]#[N:12])[CH2:8][CH2:9]2)[cH:4][cH:5][cH:6]1>>[n:1]1[cH:2][c:3]([C:7]2([CH2:10][CH2:11][NH2:12])[CH2:8][CH2:9]2)[cH:4][cH:5][cH:6]1.